Dataset: the Open Reaction Database (ORD), a public repository of structured organic reaction records. Task: describe an organic reaction: reactants, conditions, products, and yield Starting materials: CCN=C=NCCCN(C)C, Cl, N#Cc1ccc2nc(C(=O)NCc3cccc(N)c3)[nH]c(=O)c2c1, CN(C)C=O, On1nnc2ccccc21, O=C(O)CCc1ncn(C(c2ccccc2)(c2ccccc2)c2ccccc2)n1. The product is N#Cc1ccc2nc(C(=O)NCc3cccc(NC(=O)CCc4ncn(C(c5ccccc5)(c5ccccc5)c5ccccc5)n4)c3)[nH]c(=O)c2c1. RXN SMILES: [CH3:55][N:56]([CH3:57])[CH2:58][CH2:59][CH2:60][N:61]=[C:62]=[N:63][CH2:64][CH3:65].[ClH:54].[NH2:1][c:2]1[cH:3][c:4]([CH2:8][NH:9][C:10](=[O:11])[c:12]2[n:13][c:14]3[cH:15][cH:16][c:17]([C:23]#[N:24])[cH:18][c:19]3[c:20](=[O:22])[nH:21]2)[cH:5][cH:6][cH:7]1.[O:76]=[CH:77][N:78]([CH3:79])[CH3:80].[OH:66][n:67]1[c:68]2[cH:69][cH:70][cH:71][cH:72][c:73]2[n:74][n:75]1.[c:25]1([C:31]([n:32]2[n:33][c:34]([CH2:37][CH2:38][C:39](=[O:40])[OH:41])[n:35][cH:36]2)([c:42]2[cH:43][cH:44][cH:45][cH:46][cH:47]2)[c:48]2[cH:49][cH:50][cH:51][cH:52][cH:53]2)[cH:26][cH:27][cH:28][cH:29][cH:30]1>>[NH:1]([c:2]1[cH:3][c:4]([CH2:8][NH:9][C:10](=[O:11])[c:12]2[n:13][c:14]3[cH:15][cH:16][c:17]([C:23]#[N:24])[cH:18][c:19]3[c:20](=[O:22])[nH:21]2)[cH:5][cH:6][cH:7]1)[C:39]([CH2:38][CH2:37][c:34]1[n:33][n:32]([C:31]([c:25]2[cH:26][cH:27][cH:28][cH:29][cH:30]2)([c:42]2[cH:43][cH:44][cH:45][cH:46][cH:47]2)[c:48]2[cH:49][cH:50][cH:51][cH:52][cH:53]2)[cH:36][n:35]1)=[O:40].